From a dataset of the Open Reaction Database (ORD), a public repository of structured organic reaction records. describe an organic reaction: reactants, conditions, products, and yield The reactants are C(=O)(OC(C)(C)C)NCC=1SC(=C(N1)C(=O)N)C (2-(N-Boc-Aminomethyl)-5-methylthiazole-4-carboxamide), C(C)(C)N(CC)C(C)C (diisopropylethylamine), FC(C(=O)OC(C(F)(F)F)=O)(F)F (trifluoroacetic anhydride). Solvent: ClCCl (dichloromethane), ClCCl (dichloromethane), ClCCl (dichloromethane). Run at temperature 0 celsius, time 30 minute. The product is C(#N)C=1N=C(SC1C)CNC(=O)OC(C)(C)C (4-Cyano-2-(N-Boc-aminomethyl)-5-methylthiazole). Reaction SMILES: [C:1]([NH:8][CH2:9][C:10]1[S:11][C:12]([CH3:18])=[C:13]([C:15]([NH2:17])=O)[N:14]=1)([O:3][C:4]([CH3:7])([CH3:6])[CH3:5])=[O:2].C(N(C(C)C)CC)(C)C.FC(F)(F)C(OC(=O)C(F)(F)F)=O>ClCCl>[C:15]([C:13]1[N:14]=[C:10]([CH2:9][NH:8][C:1]([O:3][C:4]([CH3:7])([CH3:6])[CH3:5])=[O:2])[S:11][C:12]=1[CH3:18])#[N:17]. Reported procedure: 2-(N-Boc-Aminomethyl)-5-methylthiazole-4-carboxamide (6.8 g, 25 mmol) was introduced into dichloromethane (120 ml). After the mixture had cooled to 0° C. diisopropylethylamine (15.84 g, 122.8 mmol) was added dropwise. Then, a solution of trifluoroacetic anhydride (8.25 g, 39.3 mmol) in dichloromethane (20 ml) was added dropwise at −5° C. in the course of 30 minutes. After the mixture had been stirred for 30 minutes at 0° C., it was warmed to room temperature, and stirring was continued for anoth... Reactants: ClC1=CC=C2C=CC(=NC2=C1)C=CC=1C=C(C=CC1)C(C=C)O (1-(3-(2-(7-chloro-2-quinolinyl)ethenyl)phenyl)-2-propen-1-ol), IC1=C(C=CC=C1)C(C(=O)OCC[Si](C)(C)C)CC (2-(Trimethylsilyl)ethyl 2-(2-iodophenyl)butanoate), [Li+].[Cl-] (LiCl), [Li]OC(=O)C (LiOAc), Pd (OAc)2. The reagents and catalysts are [N+](CCCC)(CCCC)(CCCC)CCCC.[Cl-] (n-Bu4NCl). The solvent is CN(C)C=O (DMF). Conditions: temperature 100 celsius, time 1 hour. Product: ClC1=CC=C2C=CC(=NC2=C1)C=CC=1C=C(C=CC1)C(CCC1=C(C=CC=C1)C(C(=O)OCC[Si](C)(C)C)CC)=O (2-(trimethylsilyl)ethyl 2-(2-(3-(3-(2-(7-chloro-2-quinolinyl)ethenyl)phenyl)-3-oxo-propyl)phenyl)butanoate). Yield: 83.1%. RXN SMILES: [Li+].[Cl-].[Li]OC(C)=O.[Cl:8][C:9]1[CH:18]=[C:17]2[C:12]([CH:13]=[CH:14][C:15]([CH:19]=[CH:20][C:21]3[CH:22]=[C:23]([CH:27]([OH:30])[CH:28]=[CH2:29])[CH:24]=[CH:25][CH:26]=3)=[N:16]2)=[CH:11][CH:10]=1.I[C:32]1[CH:37]=[CH:36][CH:35]=[CH:34][C:33]=1[CH:38]([CH2:48][CH3:49])[C:39]([O:41][CH2:42][CH2:43][Si:44]([CH3:47])([CH3:46])[CH3:45])=[O:40]>[N+](CCCC)(CCCC)(CCCC)CCCC.[Cl-].CN(C=O)C>[Cl:8][C:9]1[CH:18]=[C:17]2[C:12]([CH:13]=[CH:14][C:15]([CH:19]=[CH:20][C:21]3[CH:22]=[C:23]([C:27](=[O:30])[CH2:28][CH2:29][C:32]4[CH:37]=[CH:36][CH:35]=[CH:34][C:33]=4[CH:38]([CH2:48][CH3:49])[C:39]([O:41][CH2:42][CH2:43][Si:44]([CH3:45])([CH3:47])[CH3:46])=[O:40])[CH:24]=[CH:25][CH:26]=3)=[N:16]2)=[CH:11][CH:10]=1 |f:0.1,5.6|. Procedure: To a mixture of LiCl (3.26 g, 77 mmol), LiOAc (19.6 g, 192 mmol), n-Bu4NCl (42.7 g, 154 mmol), Pd (OAc)2 (0.52 g, 2.3 mmol) and the allyl alcohol of Example 80, Step 1 (24.7 g, 77 mmol) under N2 was added a solution of the aryl iodide of Step 2 (30.0 g, 77 mmol) in DMF (150 mL). The suspension was degassed and purged with N2, and was then stirred at 100° C. for 1 h. The dark red solution was then poured onto a mixture of ice (300 g) and saturated NaHCO3 (300 mL). The red syrup was extracted with... Starting materials: C(C)(C)(C)C1=C(C(=CC(=C1)S)C(C)(C)C)O (2,6-di-t-butyl-4-mercaptophenol), C([O-])([O-])=O.[K+].[K+] (potassium carbonate), ClC[Si](C1=CC=CC=C1)(C)C (chloromethyldimethylphenylsilane). Yields the product C(C)(C)(C)C1=C(C(=CC(=C1)SC[Si](C1=CC=CC=C1)(C)C)C(C)(C)C)O (2,6-Di-t-butyl-4[(dimethylphenylsilyl)methylthio]phenol). Reaction conditions: time 8 hour. Run in ice water, CN(C=O)C (dimethylformamide). Procedure: Mix 2,6-di-t-butyl-4-mercaptophenol (2.4 g, 10mmol), potassium carbonate (1.4 g, 10 mmol), chloromethyldimethylphenylsilane (1.9 g, 10 mmol) and dimethylformamide (50 mL) and stir overnight at room temperature under argon atmosphere. Dilute the mixture with ice-water and extract with ethyl ether. Wash the ethereal layer with water, then brine, filter through flourosil-Na2SO4, and evaporate to an orange oil (3.5 g). Purify the product by first distilling (bp 160°-170° C. @0.1 mm Hg), then subject... RXN SMILES: [C:1]([C:5]1[CH:10]=[C:9]([SH:11])[CH:8]=[C:7]([C:12]([CH3:15])([CH3:14])[CH3:13])[C:6]=1[OH:16])([CH3:4])([CH3:3])[CH3:2].C(=O)([O-])[O-].[K+].[K+].Cl[CH2:24][Si:25]([CH3:33])([CH3:32])[C:26]1[CH:31]=[CH:30][CH:29]=[CH:28][CH:27]=1>CN(C)C=O>[C:12]([C:7]1[CH:8]=[C:9]([S:11][CH2:24][Si:25]([CH3:33])([CH3:32])[C:26]2[CH:31]=[CH:30][CH:29]=[CH:28][CH:27]=2)[CH:10]=[C:5]([C:1]([CH3:4])([CH3:3])[CH3:2])[C:6]=1[OH:16])([CH3:15])([CH3:14])[CH3:13] |f:1.2.3|.